The task is: describe an organic reaction: reactants, conditions, products, and yield. This data is from the Open Reaction Database (ORD), a public repository of structured organic reaction records. The reactants are O.O.O.O.C(=O)([O-])C(O)C(O)C(=O)[O-].[Na+].[K+] (potassium sodium tartrate tetrahydrate), P(OCC)(OCC)OCC (triethyl phosphite), ClC(=O)OCC (ethyl chloroformate), [OH-].[NH4+] (ammonium hydroxide), COC(CN)OC (Aminoacetaldehyde dimethyl acetal), C1(=CC=C(C=C1)C=O)C (p-tolualdehyde), aldehyde, ice. The reagents and catalysts are [Ti](Cl)(Cl)(Cl)Cl (titanium tetrachloride). Solvent: O (water), C(Cl)(Cl)Cl (chloroform), C(Cl)(Cl)Cl (chloroform). Conditions: temperature 65 celsius, time 23 hour. Yields the product CC=1C=C2C=CN=CC2=CC1 (6-methylisoquinoline). Yield: 77.7%. As a reaction SMILES: CO[CH:3](OC)[CH2:4][NH2:5].[C:8]1([CH3:16])[CH:13]=[CH:12][C:11]([CH:14]=O)=[CH:10][CH:9]=1.ClC(OCC)=O.P(OCC)(OCC)OCC.O.O.O.O.C(C(C(C([O-])=O)O)O)([O-])=O.[Na+].[K+].[OH-].[NH4+]>C(Cl)(Cl)Cl.O.[Ti](Cl)(Cl)(Cl)Cl>[CH3:14][C:11]1[CH:10]=[C:9]2[C:8](=[CH:13][CH:12]=1)[CH:16]=[N:5][CH:4]=[CH:3]2 |f:4.5.6.7.8.9.10,11.12|. Reported procedure: Aminoacetaldehyde dimethyl acetal (8.83 mL, 81.1 mmol) was added over 1 min to a stirred solution of p-tolualdehyde (9.88 mL, 81.1 mmol) in chloroform (150 mL) at 22° C. An exotherm was noted. The reaction was heated to reflux (65° C.) and half the solvent was removed (azeotropically to remove water). The heat was removed and the yellow solution was cooled to r.t. NMR showed the imine was formed smoothly, however, a trace of aldehyde was observed. The yellow solution was diluted with chloroform ... Starting materials: C(C1=CC=CC=C1)OC(=O)NC(C(C(C(=O)OCC)(C)C)=O)C (ethyl 4-{[(benzyloxy)carbonyl]amino}-2,2-dimethyl-3-oxopentanoate), [BH4-].[Na+] (sodium borohydride), [Cl-].[NH4+] (ammonium chloride). The solvent is CO (methanol). Conditions: time 17 hour. Product: C(C1=CC=CC=C1)OC(=O)NC(C(C(C(=O)OCC)(C)C)O)C (ethyl 4-{[(benzyloxy)carbonyl]amino}-2,2-dimethyl-3-hydroxypentanoate). The yield is 73.5%. As a reaction SMILES: [CH2:1]([O:8][C:9]([NH:11][CH:12]([CH3:23])[C:13](=[O:22])[C:14]([CH3:21])([CH3:20])[C:15]([O:17][CH2:18][CH3:19])=[O:16])=[O:10])[C:2]1[CH:7]=[CH:6][CH:5]=[CH:4][CH:3]=1.[BH4-].[Na+].[Cl-].[NH4+]>CO>[CH2:1]([O:8][C:9]([NH:11][CH:12]([CH3:23])[CH:13]([OH:22])[C:14]([CH3:21])([CH3:20])[C:15]([O:17][CH2:18][CH3:19])=[O:16])=[O:10])[C:2]1[CH:3]=[CH:4][CH:5]=[CH:6][CH:7]=1 |f:1.2,3.4|. Procedure details: To a solution (100 mL) of ethyl 4-{[(benzyloxy)carbonyl]amino}-2,2-dimethyl-3-oxopentanoate (5.76 g) in methanol was added sodium borohydride (940 mg) at 0° C., and the mixture was stirred at room temperature for 17 hr. Saturated aqueous ammonium chloride solution was added to the reaction mixture, and the mixture was extracted with ethyl acetate. The extract was washed with saturated brine, dried over anhydrous magnesium sulfate, and concentrated under reduced pressure. The residue was purified...